From a dataset of the Open Reaction Database (ORD), a public repository of structured organic reaction records. describe an organic reaction: reactants, conditions, products, and yield Starting materials: CI (methyl iodide), CN(C=O)C (N,N-dimethylformamide), [H-].[Na+] (sodium hydride), BrC1=CC=CC(=N1)C1=CN=C(S1)N1CC(NCC1)=O (4-[5-(6-bromopyridin-2-yl)thiazol-2-yl]piperazin-2-one). Solvent: O1CCCC1 (tetrahydrofuran), O (Water). Run at time 8 hour. The product is BrC1=CC=CC(=N1)C1=CN=C(S1)N1CC(N(CC1)C)=O (4-[5-(6-bromopyridin-2-yl)thiazol-2-yl]-1-methylpiperazin-2-one). The yield is 90.0%. Reaction SMILES: [Br:1][C:2]1[N:7]=[C:6]([C:8]2[S:12][C:11]([N:13]3[CH2:18][CH2:17][NH:16][C:15](=[O:19])[CH2:14]3)=[N:10][CH:9]=2)[CH:5]=[CH:4][CH:3]=1.[CH3:20]N(C)C=O.[H-].[Na+].CI>O1CCCC1.O>[Br:1][C:2]1[N:7]=[C:6]([C:8]2[S:12][C:11]([N:13]3[CH2:18][CH2:17][N:16]([CH3:20])[C:15](=[O:19])[CH2:14]3)=[N:10][CH:9]=2)[CH:5]=[CH:4][CH:3]=1 |f:2.3|. Procedure details: 4-[5-(6-bromopyridin-2-yl)thiazol-2-yl]piperazin-2-one obtained in Step 4 (200 mg, 0.59 mmol) was dissolved in tetrahydrofuran (2 ml) and N,N-dimethylformamide (2 ml) and after sodium hydride (60% oily, 26 mg, 0.65 mmol) was added, methyl iodide (39 μl, 0.62 mmol) was added and the mixture was stirred overnight at room temperature. Water was added to the reaction solution and the residue obtained by vacuum concentration was extracted with ethyl acetate and washed with a saturated brine. The orga... Reactants: C(C)(C)(C)OC(=O)N1C[C@H]([C@@H](CC1)C1=CC=C(C=C1)F)O (trans-tert-butyl-4-(4-fluorophenyl)-3-hydroxy-piperidine-1-carboxylate), FS(=O)(=O)C(C(=O)O)(F)F (fluorosulfonyldifluoroacetic acid). Reagents/catalysts: [Cu]I (copper(I) iodide). Run in C(C)#N (ACN). Run at temperature 50 celsius, time 2 hour. Product: FC(O[C@@H]1CN(CC[C@H]1C1=CC=C(C=C1)F)C(=O)OC(C)(C)C)F (tert-Butyl trans-3-(difluoromethoxy)-4-(4-fluorophenyl)piperidine-1-carboxylate). The yield is 28.5%. Reaction SMILES: [C:1]([O:5][C:6]([N:8]1[CH2:13][CH2:12][C@@H:11]([C:14]2[CH:19]=[CH:18][C:17]([F:20])=[CH:16][CH:15]=2)[C@H:10]([OH:21])[CH2:9]1)=[O:7])([CH3:4])([CH3:3])[CH3:2].FS([C:26]([F:31])([F:30])C(O)=O)(=O)=O>C(#N)C.[Cu]I>[F:30][CH:26]([F:31])[O:21][C@H:10]1[C@H:11]([C:14]2[CH:15]=[CH:16][C:17]([F:20])=[CH:18][CH:19]=2)[CH2:12][CH2:13][N:8]([C:6]([O:5][C:1]([CH3:4])([CH3:2])[CH3:3])=[O:7])[CH2:9]1. Procedure details: Dissolve trans-tert-butyl-4-(4-fluorophenyl)-3-hydroxy-piperidine-1-carboxylate (0.9 g, 3.1 mmol) and copper(I) iodide (116 mg, 609 mmol) in ACN (7.6 mL) and heat to 50° C. Add fluorosulfonyldifluoroacetic acid (336.7 mg, 1.83 mmol) dropwise over 15 minutes. Stir the solution for 2 hours at 50° C. and then cool to ambient temperature. Quench with a 50% solution of sodium bicarbonate; separate layers; and extract the aqueous layer twice with EtOAc. Combine the organic extracts; dry over sodium su...